Task: describe an organic reaction: reactants, conditions, products, and yield. Dataset: the Open Reaction Database (ORD), a public repository of structured organic reaction records Starting materials: C(C)(=O)NC1=C(C(=CC=C1Cl)C)Cl (N-acetyl-2,6-dichloro-3-methylaniline), [H-].[Na+] (sodium hydride), CC1=NC(=NN1C1=NC=CC=N1)S(=O)(=O)Cl (5-methyl-1-(2-pyrimidinyl)-1,2,4-triazole-3-sulphonyl chloride). Run in O1CCCC1 (tetrahydrofuran). Conditions: temperature 25 celsius. Yields the product ClC1=C(C(=CC=C1C)Cl)NS(=O)(=O)C1=NN(C(=N1)C)C1=NC=CC=N1 (N-(2,6-dichloro-3-methylphenyl)-5-methyl-1-(2-pyrimidinyl)-1,2,4-triazole-3-sulphonamide). Isolated yield 82.4%. As a reaction SMILES: [H-].[Na+].C([NH:6][C:7]1[C:12]([Cl:13])=[CH:11][CH:10]=[C:9]([CH3:14])[C:8]=1[Cl:15])(=O)C.[CH3:16][C:17]1[N:21]([C:22]2[N:27]=[CH:26][CH:25]=[CH:24][N:23]=2)[N:20]=[C:19]([S:28](Cl)(=[O:30])=[O:29])[N:18]=1>O1CCCC1>[Cl:15][C:8]1[C:9]([CH3:14])=[CH:10][CH:11]=[C:12]([Cl:13])[C:7]=1[NH:6][S:28]([C:19]1[N:18]=[C:17]([CH3:16])[N:21]([C:22]2[N:27]=[CH:26][CH:25]=[CH:24][N:23]=2)[N:20]=1)(=[O:30])=[O:29] |f:0.1|. Procedure details: A suspension of sodium hydride (8.7 g) in dry tetrahydrofuran (400 ml) was stirred at 25° C., and N-acetyl-2,6-dichloro-3-methylaniline (50.4 g) was added portionwise. After stirring for 15 minutes, 5-methyl-1-(2-pyrimidinyl)-1,2,4-triazole-3-sulphonyl chloride (30 g), prepared by a method analogous to that of Example A was added over 5 minutes. The mixture was stirred at 25° C. for 18 hours and the solvent was removed in vacuo. The residue was treated with 1M sodium hydroxide solution (500 ml) ... The reactants are CCN=C=NCCCN(C)C, COC(=O)C(C)Nc1ccc(Cl)cc1, CN1CCOCC1, O=CO, ClCCl, Cl, Cl, O, On1nnc2ccccc21. Product: COC(=O)C(C)N(C=O)c1ccc(Cl)cc1. RXN SMILES: [CH3:17][N:18]([CH3:19])[CH2:20][CH2:21][CH2:22][N:23]=[C:24]=[N:25][CH2:26][CH3:27].[CH3:2][O:3][C:4]([CH:5]([NH:6][c:7]1[cH:8][cH:9][c:10]([Cl:13])[cH:11][cH:12]1)[CH3:14])=[O:15].[CH3:39][N:40]1[CH2:41][CH2:44][O:43][CH2:42][CH2:45]1.[CH:49]([OH:50])=[O:51].[Cl:46][CH2:47][Cl:48].[ClH:16].[ClH:1].[OH2:28].[OH:29][n:30]1[c:31]2[cH:32][cH:33][cH:34][cH:35][c:36]2[n:37][n:38]1>>[CH3:2][O:3][C:4]([CH:5]([N:6]([c:7]1[cH:8][cH:9][c:10]([Cl:13])[cH:11][cH:12]1)[CH:42]=[O:43])[CH3:14])=[O:15].